Dataset: the Open Reaction Database (ORD), a public repository of structured organic reaction records. Task: describe an organic reaction: reactants, conditions, products, and yield The reactants are C1CCC2=NCCCN2CC1, CC(C)CC1C(C=O)OC(C)(C)N1C(=O)OCc1ccccc1, CCOC(=O)C(CC)P(=O)(OCC)OCC, C1CCOC1, [Cl-], Cl, [Li+]. Product: CCOC(=O)C(=CC1OC(C)(C)N(C(=O)OCc2ccccc2)C1CC(C)C)CC. Reaction SMILES: [CH2:19]1[CH2:20][CH2:21][C:22]2=[N:27][CH2:26][CH2:25][CH2:24][N:23]2[CH2:28][CH2:29]1.[CH2:30]([c:31]1[cH:32][cH:33][cH:34][cH:35][cH:36]1)[O:37][C:38](=[O:39])[N:40]1[C:41]([CH3:51])([CH3:52])[O:42][CH:43]([CH:49]=[O:50])[CH:44]1[CH2:45][CH:46]([CH3:47])[CH3:48].[CH2:3]([O:4][P:5]([O:6][CH2:7][CH3:8])(=[O:9])[CH:11]([C:12](=[O:13])[O:14][CH2:15][CH3:16])[CH2:17][CH3:18])[CH3:10].[CH2:54]1[O:55][CH2:56][CH2:57][CH2:58]1.[Cl-:2].[ClH:53].[Li+:1]>>[C:11]([C:12](=[O:13])[O:14][CH2:15][CH3:16])([CH2:17][CH3:18])=[CH:49][CH:43]1[O:42][C:41]([CH3:51])([CH3:52])[N:40]([C:38]([O:37][CH2:30][c:31]2[cH:32][cH:33][cH:34][cH:35][cH:36]2)=[O:39])[CH:44]1[CH2:45][CH:46]([CH3:47])[CH3:48]. Reactants: COC1=C(C=2C3=C(C(NC2C=C1)=O)SC=C3)C3=CC=C(C=C3)[C@@H](C)N(C(OC(C)(C)C)=O)C ((R)-tert-butyl 1-(4-(8-methoxy-4-oxo-4,5-dihydrothieno[2,3-c]quinolin-9-yl)phenyl)ethyl(methyl)carbamate), C1CC(=O)N(C1=O)Br (NBS). The product is BrC1=CC(=C(C=2C3=C(C(NC12)=O)SC=C3)C3=CC=C(C=C3)[C@@H](C)N(C(OC(C)(C)C)=O)C)OC ((R)-tert-butyl 1-(4-(6-bromo-8-methoxy-4-oxo-4,5-dihydrothieno[2,3-c]quinolin-9-yl)phenyl)ethyl(methyl)carbamate). Yield: 61.0%. As a reaction SMILES: [CH3:1][O:2][C:3]1[CH:12]=[CH:11][C:10]2[NH:9][C:8](=[O:13])[C:7]3[S:14][CH:15]=[CH:16][C:6]=3[C:5]=2[C:4]=1[C:17]1[CH:22]=[CH:21][C:20]([C@H:23]([N:25]([CH3:33])[C:26](=[O:32])[O:27][C:28]([CH3:31])([CH3:30])[CH3:29])[CH3:24])=[CH:19][CH:18]=1.C1C(=O)N([Br:41])C(=O)C1>>[Br:41][C:11]1[C:10]2[NH:9][C:8](=[O:13])[C:7]3[S:14][CH:15]=[CH:16][C:6]=3[C:5]=2[C:4]([C:17]2[CH:22]=[CH:21][C:20]([C@H:23]([N:25]([CH3:33])[C:26](=[O:32])[O:27][C:28]([CH3:29])([CH3:31])[CH3:30])[CH3:24])=[CH:19][CH:18]=2)=[C:3]([O:2][CH3:1])[CH:12]=1. Procedure details: Following General Procedure I, (R)-tert-butyl 1-(4-(8-methoxy-4-oxo-4,5-dihydrothieno[2,3-c]quinolin-9-yl)phenyl)ethyl(methyl)carbamate (400 mg, 0.86 mmol) was reacted with NBS (184 mg, 1.03 mmol) to afford the desired product (285 mg, 61%) as a yellow solid: ESI MS m/z 543 [C26H30BrN2O4S+H]+. Starting materials: FC=1C=C2C(N(C(NC2=CC1[N+](=O)[O-])=O)NS(=O)(=O)C)=O (N-(6-fluoro-7-nitro-2,4-dioxo-1,4-dihydro-2H-quinazolin-3-yl)-methanesulfonamide), BrC=1N=CNC1 (4-bromo-1H-imidazole), CS(=O)C (DMSO), C(C)(=O)OCC (ethyl acetate). Run in O (water). Reaction conditions: temperature 120 celsius. Yields the product BrC=1N=CN(C1)C=1C=C2C(N(C(NC2=CC1[N+](=O)[O-])=O)NS(=O)(=O)C)=O (N-[6-(4-Bromo-imidazol-1-yl)-7-nitro-2,4-dioxo-1,4-dihydro-2H-quinazolin-3-yl]-methanesulfonamide). The yield is 21.7%. RXN SMILES: F[C:2]1[CH:3]=[C:4]2[C:9](=[CH:10][C:11]=1[N+:12]([O-:14])=[O:13])[NH:8][C:7](=[O:15])[N:6]([NH:16][S:17]([CH3:20])(=[O:19])=[O:18])[C:5]2=[O:21].[Br:22][C:23]1[N:24]=[CH:25][NH:26][CH:27]=1.CS(C)=O.C(OCC)(=O)C>O>[Br:22][C:23]1[N:24]=[CH:25][N:26]([C:2]2[CH:3]=[C:4]3[C:9](=[CH:10][C:11]=2[N+:12]([O-:14])=[O:13])[NH:8][C:7](=[O:15])[N:6]([NH:16][S:17]([CH3:20])(=[O:19])=[O:18])[C:5]3=[O:21])[CH:27]=1. Procedure details: A mixture of 20 mg (0.062 mmol) of N-(6-fluoro-7-nitro-2,4-dioxo-1,4-dihydro-2H-quinazolin-3-yl)-methanesulfonamide, 56 mg (0.372 mmol) of 4-bromo-1H-imidazole and 0.1 ml of DMSO is heated to 120° C. for 16 hours. After cooling to room temperature, the reaction mixture is distributed between ethyl acetate and water, the organic phase is separated, washed with water and brine, dried over sodium sulfate, filtered and evaporated. The residue is chromatographed on silica gel using dichloro-methane-m... Reactants: C1CCOC1, CI, [K+], [K+], Cc1cc(Cl)nc2c1c(=O)cc(Nc1ccccc1)n2-c1ccccc1, O=C([O-])[O-]. Product: Cc1cc(Cl)nc2c1c(=O)cc(N(C)c1ccccc1)n2-c1ccccc1. Reaction SMILES: [CH2:35]1[O:36][CH2:37][CH2:38][CH2:39]1.[CH3:1][I:2].[K+:3].[K+:4].[NH:9]([c:10]1[cH:11][cH:12][cH:13][cH:14][cH:15]1)[c:16]1[n:17](-[c:29]2[cH:30][cH:31][cH:32][cH:33][cH:34]2)[c:18]2[n:19][c:20]([Cl:28])[cH:21][c:22]([CH3:27])[c:23]2[c:24](=[O:26])[cH:25]1.[O-:5][C:6]([O-:7])=[O:8]>>[CH3:6][N:9]([c:10]1[cH:11][cH:12][cH:13][cH:14][cH:15]1)[c:16]1[n:17](-[c:29]2[cH:30][cH:31][cH:32][cH:33][cH:34]2)[c:18]2[n:19][c:20]([Cl:28])[cH:21][c:22]([CH3:27])[c:23]2[c:24](=[O:26])[cH:25]1. Reaction SMILES: [Br:10][CH2:11][CH3:12].[C:13](=[O:14])([O-:15])[O-:16].[K+:17].[K+:18].[O:19]=[CH:20][N:21]([CH3:22])[CH3:23].[SH:1][c:2]1[cH:3][cH:4][c:5]([C:6]#[N:7])[cH:8][cH:9]1>>[S:1]([c:2]1[cH:3][cH:4][c:5]([C:6]#[N:7])[cH:8][cH:9]1)[CH2:11][CH3:12]. Starting materials: CCBr, O=C([O-])[O-], [K+], [K+], CN(C)C=O, N#Cc1ccc(S)cc1. Product: CCSc1ccc(C#N)cc1. Starting materials: BrBr, CCCN(CCC)C1CCc2c(cccc2OC)C1, CCO, ClCCl, Cl. The product is CCCN(CCC)C1CCc2c(OC)ccc(Br)c2C1. As a reaction SMILES: [Br:21][Br:22].[CH3:1][O:2][c:3]1[c:4]2[c:9]([cH:10][cH:11][cH:12]1)[CH2:8][CH:7]([N:13]([CH2:14][CH2:15][CH3:16])[CH2:17][CH2:18][CH3:19])[CH2:6][CH2:5]2.[CH3:23][CH2:24][OH:25].[Cl:26][CH2:27][Cl:28].[ClH:20]>>[CH3:1][O:2][c:3]1[c:4]2[c:9]([c:10]([Br:21])[cH:11][cH:12]1)[CH2:8][CH:7]([N:13]([CH2:14][CH2:15][CH3:16])[CH2:17][CH2:18][CH3:19])[CH2:6][CH2:5]2. As a reaction SMILES: Cl[C:2]1[C:11]2[C:6](=[CH:7][CH:8]=[CH:9][CH:10]=2)[C:5]2=[N:12][N:13]=[C:14]([C:15]3[O:19][N:18]=[C:17]([CH3:20])[N:16]=3)[N:4]2[N:3]=1.[CH3:21][N:22]([CH3:32])[CH2:23][CH2:24][N:25]1[C:29]([CH2:30][OH:31])=[N:28][CH:27]=[N:26]1>>[CH3:21][N:22]([CH3:32])[CH2:23][CH2:24][N:25]1[C:29]([CH2:30][O:31][C:2]2[C:11]3[C:6](=[CH:7][CH:8]=[CH:9][CH:10]=3)[C:5]3=[N:12][N:13]=[C:14]([C:15]4[O:19][N:18]=[C:17]([CH3:20])[N:16]=4)[N:4]3[N:3]=2)=[N:28][CH:27]=[N:26]1. The product is CN(CCN1N=CN=C1COC1=NN2C(C3=CC=CC=C13)=NN=C2C2=NC(=NO2)C)C (Dimethyl[2-{5-[3-(3-methyl[1,2,4]oxadiazol-5-yl)-[1,2,4]triazolo[3,4-α]phthalazin-6-yloxymethyl]-[1,2,4]triazol-1-yl}ethyl)amine). Procedure: The reaction was carried out using the procedure described in Example 1, Step 4 using 6-chloro-3-(3-methyl[1,2,4]oxadiazol-5-yl)-[1,2,4]triazolo[3,4-α]phthalazine (WO-A-9850385) (125 mg, 0.44 mmol) and [2-(2-dimethylaminoethyl)-2H-[1,2,4]triazol-3-yl]methanol (Example 4, Step 2) (74 mg, 0.44 mmol). Crude residue was purified on silica, eluting product with 3% MeOH/DCM, followed by trituration with DCM and isohexane. The title compound was isolated by filtration to give a white solid (50 mg, 27%)... Reactants: ClC1=NN2C(C3=CC=CC=C13)=NN=C2C2=NC(=NO2)C (6-chloro-3-(3-methyl[1,2,4]oxadiazol-5-yl)-[1,2,4]triazolo[3,4-α]phthalazine), A-9850385, CN(CCN1N=CN=C1CO)C ([2-(2-Dimethylaminoethyl)-2H-[1,2,4]triazol-3-yl]methanol).